Dataset: the Open Reaction Database (ORD), a public repository of structured organic reaction records. Task: describe an organic reaction: reactants, conditions, products, and yield Yields the product C(C)(=O)C1CN(CCC1)C(=O)OCC1=CC=CC=C1 (benzyl 3-acetylpiperidine-1-carboxylate). Run in C(Cl)Cl (DCM), C(Cl)Cl (DCM). The reactants are N1CC(CCC1)C(C)=O (1-(piperidin-3-yl)ethanone), CCN(C(C)C)C(C)C (DIEA), C1=CC=C(C=C1)COC(=O)Cl (Cbz-Cl). Reaction conditions: time 17 hour. Reported procedure: To a solution of 1-(piperidin-3-yl)ethanone (53, 2.6 g, 20 mmol) in DCM (100 ml) at room temperature was added DIEA (5.2 ml, 30 mmol). A solution of Cbz-Cl (4.4 ml, 30 mmol) in DCM (20 ml) was added dropwise over 2 hrs. The mixture was stirred at room temperature for 17 hrs, washed with water, saturated sodium bicarbonate (aq.), water, 1N HCl (aq.) and brine, dried over anhydrous sodium sulfate. The drying agent was removed by filtration. The filtrate was concentrated under vacuum to give the be... As a reaction SMILES: [NH:1]1[CH2:6][CH2:5][CH2:4][CH:3]([C:7](=[O:9])[CH3:8])[CH2:2]1.CCN(C(C)C)C(C)C.[CH:19]1[CH:24]=[CH:23][C:22]([CH2:25][O:26][C:27](Cl)=[O:28])=[CH:21][CH:20]=1>C(Cl)Cl>[C:7]([CH:3]1[CH2:4][CH2:5][CH2:6][N:1]([C:27]([O:26][CH2:25][C:22]2[CH:23]=[CH:24][CH:19]=[CH:20][CH:21]=2)=[O:28])[CH2:2]1)(=[O:9])[CH3:8]. The reactants are CSC1=C(C(=CC=C1)[N+](=O)[O-])O (2-methylthio-6-nitrophenol), B1(OO1)[O-].O.O.O.O.[Na+] (sodium perborate tetrahydrate), C([O-])(O)=O.[Na+] (sodium bicarbonate). The reagents and catalysts are [Zn] (zinc). Run in C(C)(=O)O (acetic acid). Conditions: time 2 hour. Product: NC1=C(C(=CC=C1)S(=O)C)O (2-amino-6-methanesulfinylphenol). The yield is 61.8%. RXN SMILES: [CH3:1][S:2][C:3]1[CH:8]=[CH:7][CH:6]=[C:5]([N+:9]([O-])=O)[C:4]=1[OH:12].B1([O-])O[O:14]1.O.O.O.O.[Na+].C(=O)(O)[O-].[Na+]>C(O)(=O)C.[Zn]>[NH2:9][C:5]1[CH:6]=[CH:7][CH:8]=[C:3]([S:2]([CH3:1])=[O:14])[C:4]=1[OH:12] |f:1.2.3.4.5.6,7.8|. Procedure details: To a solution of 2-methylthio-6-nitrophenol (410 mg, 2.21 mmol) in acetic acid (15 ml) was added sodium perborate tetrahydrate (1.00 g, 6.50 mmol) and the mixture was stirred at room temperature for 2 hours. To the reaction solution was then added zinc powder (7 g, 0.107 mmol) with ice-cooling, and the mixture was stirred at room temperature for 1 hour. The reaction mixture was neutralized with a saturated sodium bicarbonate solution and extracted with chloroform. The organic layer was washed wi... The solvent is C(C)(C)O (isopropanol), C(C)(C)O (isopropanol). Yields the product Cl.Cl.ONC(=O)[C@H](CNC(C1=CC=C(C=C1)OCC1=CC(=NC2=CC=CC=C12)C)=O)N1CCN(CC1)S(=O)(=O)C (N—[(S)-2-hydroxycarbamoyl-2-(4-methanesulphonylpiperazin-1-yl)-ethyl]-4-(2-methylquinolin-4-ylmethoxy)benzamide dihydrochloride). Procedure: 300 μl of a 5/6N solution of hydrochloric acid in isopropanol are added to a solution of 300 mg (0.6 mmol) of N—[(S)-2-hydroxycarbamoyl-2-(4-methane-sulphonylpiperazin-1-yl)ethyl]-4-(2-methylquinolin-4-yl-methoxy)benzamide (prepared as described in example 14.3) in 6 ml of isopropanol. After stirring at ambient temperature for 2 h, the reaction medium is filtered. The solid is rinsed with isopropanol then recrystallized in a water/isopropanol mixture, filtered and dried under vacuum. 261 mg (34%... Isolated yield 34.0%. As a reaction SMILES: [ClH:1].[OH:2][NH:3][C:4]([C@@H:6]([N:30]1[CH2:35][CH2:34][N:33]([S:36]([CH3:39])(=[O:38])=[O:37])[CH2:32][CH2:31]1)[CH2:7][NH:8][C:9](=[O:29])[C:10]1[CH:15]=[CH:14][C:13]([O:16][CH2:17][C:18]2[C:27]3[C:22](=[CH:23][CH:24]=[CH:25][CH:26]=3)[N:21]=[C:20]([CH3:28])[CH:19]=2)=[CH:12][CH:11]=1)=[O:5]>C(O)(C)C>[ClH:1].[ClH:1].[OH:2][NH:3][C:4]([C@@H:6]([N:30]1[CH2:35][CH2:34][N:33]([S:36]([CH3:39])(=[O:38])=[O:37])[CH2:32][CH2:31]1)[CH2:7][NH:8][C:9](=[O:29])[C:10]1[CH:15]=[CH:14][C:13]([O:16][CH2:17][C:18]2[C:27]3[C:22](=[CH:23][CH:24]=[CH:25][CH:26]=3)[N:21]=[C:20]([CH3:28])[CH:19]=2)=[CH:12][CH:11]=1)=[O:5] |f:3.4.5|. Conditions: time 2 hour. Starting materials: solution, Cl (hydrochloric acid), ONC(=O)[C@H](CNC(C1=CC=C(C=C1)OCC1=CC(=NC2=CC=CC=C12)C)=O)N1CCN(CC1)S(=O)(=O)C (N—[(S)-2-hydroxycarbamoyl-2-(4-methane-sulphonylpiperazin-1-yl)ethyl]-4-(2-methylquinolin-4-yl-methoxy)benzamide).